Task: describe an organic reaction: reactants, conditions, products, and yield. Dataset: the Open Reaction Database (ORD), a public repository of structured organic reaction records Starting materials: C(C)(C)(C)OC(=O)N1CC2=CC=C(C=C2C1)OCC(F)(F)F (5-(2,2,2-trifluoro-ethoxy)-1,3-dihydro-isoindole-2-carboxylic acid tert-butyl ester), FC(C(=O)O)(F)F (trifluoroacetic acid). The product is FC(C(=O)O)(F)F.FC(COC=1C=C2CNCC2=CC1)(F)F (5-(2,2,2-Trifluoro-ethoxy)-2,3-dihydro-1H-isoindole trifluoroacetate). RXN SMILES: C(OC([N:8]1[CH2:16][C:15]2[C:10](=[CH:11][CH:12]=[C:13]([O:17][CH2:18][C:19]([F:22])([F:21])[F:20])[CH:14]=2)[CH2:9]1)=O)(C)(C)C.[F:23][C:24]([F:29])([F:28])[C:25]([OH:27])=[O:26]>>[F:23][C:24]([F:29])([F:28])[C:25]([OH:27])=[O:26].[F:22][C:19]([F:20])([F:21])[CH2:18][O:17][C:13]1[CH:14]=[C:15]2[C:10](=[CH:11][CH:12]=1)[CH2:9][NH:8][CH2:16]2 |f:2.3|. Procedure: Prepared in analogy to Example A2(c) from 5-(2,2,2-trifluoro-ethoxy)-1,3-dihydro-isoindole-2-carboxylic acid tert-butyl ester and trifluoroacetic acid. Brown oil. MS (m/e): 218.4 ([M+H]+, 100%).